Task: describe an organic reaction: reactants, conditions, products, and yield. Dataset: the Open Reaction Database (ORD), a public repository of structured organic reaction records Starting materials: OC(C)(C)C(C)(C)O (Pinacol), [O-]CCCC.[O-]CCCC.[O-]CCCC.[O-]CCCC.[Ti+4] (titanium tetrabutoxide). Run in C(CCC)O (1-butanol). Run at time 30 minute. Yields the product CC(COC)OC(=O)C (PGMEA), [Ti] (titanium). Reaction SMILES: [OH:1][C:2]([C:5]([OH:8])(C)[CH3:6])(C)C.[O-:9][CH2:10][CH2:11]CC.[O-][CH2:15]CCC.[O-]CCCC.[O-]CCCC.[Ti+4:29]>C(O)CCC>[CH3:6][CH:5]([O:8][C:10]([CH3:11])=[O:9])[CH2:2][O:1][CH3:15].[Ti:29] |f:1.2.3.4.5|. Reported procedure: Pinacol (130 g) was added to BOH solution (500 g) of a commercially available titanium tetrabutoxide tetramer (243 g) and agitated at room temperature for 30 minutes. After the solution was concentrated under reduced pressure at 40° C., it was heated to 60° C. and heating was continued under reduced pressure to generate no distillate. Then, PGMEA (1,200 g) was added thereto and heated under reduced pressure at 50° C. until no BOH was distilled to obtain a PGMEA solution of a titanium-containing ... Starting materials: CC1=C(C=CC=C1Cl)OC (2-Methyl-3-chloroanisole), [Cl-].[Al+3].[Cl-].[Cl-] (Aluminum chloride), C1(CCCC1)C(C(=O)Cl)(C(=O)Cl)C (2-Cyclopentyl-2-methylmalonyl chloride), C(Cl)Cl (Methylene chloride). Product: C1(CCCC1)C1(C(C2=CC(=C(C(=C2C1=O)Cl)C)OC)=O)C (2-Cyclopentyl-2,5-dimethyl-4-chloro-6-methoxy-indan-1,3-dione). As a reaction SMILES: [CH3:1][C:2]1[C:7]([Cl:8])=[CH:6][CH:5]=[CH:4][C:3]=1[O:9][CH3:10].[CH:11]1([C:16]([CH3:23])([C:20](Cl)=[O:21])[C:17](Cl)=[O:18])[CH2:15][CH2:14][CH2:13][CH2:12]1.C(Cl)Cl.[Cl-].[Al+3].[Cl-].[Cl-]>>[CH:11]1([C:16]2([CH3:23])[C:20](=[O:21])[C:6]3[C:5](=[CH:4][C:3]([O:9][CH3:10])=[C:2]([CH3:1])[C:7]=3[Cl:8])[C:17]2=[O:18])[CH2:15][CH2:14][CH2:13][CH2:12]1 |f:3.4.5.6|. Reported procedure: 2-Cyclopentyl-2,5-dimethyl-4-chloro-6-methoxy-indan-1,3-dione is prepared following substantially the same procedure described in Example 1, Step A using the following substances:2-Methyl-3-chloroanisole 7 g. (0.045 mole)2-Cyclopentyl-2-methylmalonyl chloride 11.2 g. (0.05 mole)Methylene chloride 400 ml.Aluminum chloride 13.5 g. (0.10 mole)